From a dataset of the Open Reaction Database (ORD), a public repository of structured organic reaction records. describe an organic reaction: reactants, conditions, products, and yield Starting materials: C1(=CC=CC=C1)C1=NC=2C(=NC=C(C2)N)N1 (2-phenyl-3H-imidazo[4,5-b]pyridin-6-ylamine), C1(=CC=CC=C1)C(C)Br (1-phenylethyl bromide). The solvent is CN(C=O)C (dimethylformamide). Run at time 18 hour. Yields the product C1(=CC=CC=C1)C(C)NC=1C=C2C(=NC1)NC(=N2)C2=CC=CC=C2 ((1-Phenyl-ethyl)-(2-phenyl-3H-imidazo[4,5-b]pyridin-6-yl)-amine). Reaction SMILES: [C:1]1([C:7]2[NH:16][C:10]3=[N:11][CH:12]=[C:13]([NH2:15])[CH:14]=[C:9]3[N:8]=2)[CH:6]=[CH:5][CH:4]=[CH:3][CH:2]=1.[C:17]1([CH:23](Br)[CH3:24])[CH:22]=[CH:21][CH:20]=[CH:19][CH:18]=1>CN(C)C=O>[C:17]1([CH:23]([NH:15][C:13]2[CH:14]=[C:9]3[N:8]=[C:7]([C:1]4[CH:2]=[CH:3][CH:4]=[CH:5][CH:6]=4)[NH:16][C:10]3=[N:11][CH:12]=2)[CH3:24])[CH:22]=[CH:21][CH:20]=[CH:19][CH:18]=1. Reported procedure: 100 mg 2-phenyl-3H-imidazo[4,5-b]pyridin-6-ylamine from ex. b) were dissolved in 1 mL dry dimethylformamide (DMF) and 92 mg 1-phenylethyl bromide were added at room temperature. The mixture was stirred for 18 hours (hrs), the DMF was removed under vacuum and the residue purified by chromatography on silica eluting stepwise first with dichloromethane, then dichloromethane/methanol (60:1), then dichloromethane/methanol/ammonia (60:1:0,2). Product containing fractions were pooled and further purifi...